From a dataset of the Open Reaction Database (ORD), a public repository of structured organic reaction records. describe an organic reaction: reactants, conditions, products, and yield The reactants are O=C(CNC(=O)OCc1ccccc1)NC(Cc1cc(F)cc(OCc2ccccc2)c1)C(O)CO, ClC(Cl)Cl, [K+], O=[Mn](=O)(=O)[O-], c1ccc(P(c2ccccc2)c2ccccc2)cc1. The product is O=C(CNC(=O)OCc1ccccc1)NC(Cc1cc(F)cc(OCc2ccccc2)c1)C1CO1. RXN SMILES: [CH2:20]([c:21]1[cH:22][cH:23][cH:24][cH:25][cH:26]1)[O:27][C:28]([NH:29][CH2:30][C:31]([NH:32][CH:33]([CH:34]([CH2:35][OH:36])[OH:37])[CH2:38][c:39]1[cH:40][c:41]([O:46][CH2:47][c:48]2[cH:49][cH:50][cH:51][cH:52][cH:53]2)[cH:42][c:43]([F:45])[cH:44]1)=[O:54])=[O:55].[CH:62]([Cl:63])([Cl:64])[Cl:65].[K+:61].[Mn:56]([O-:57])(=[O:58])(=[O:59])=[O:60].[c:1]1([P:2]([c:3]2[cH:4][cH:5][cH:6][cH:7][cH:8]2)[c:9]2[cH:10][cH:11][cH:12][cH:13][cH:14]2)[cH:15][cH:16][cH:17][cH:18][cH:19]1>>[CH2:20]([c:21]1[cH:22][cH:23][cH:24][cH:25][cH:26]1)[O:27][C:28]([NH:29][CH2:30][C:31]([NH:32][CH:33]([CH:34]1[CH2:35][O:37]1)[CH2:38][c:39]1[cH:40][c:41]([O:46][CH2:47][c:48]2[cH:49][cH:50][cH:51][cH:52][cH:53]2)[cH:42][c:43]([F:45])[cH:44]1)=[O:54])=[O:55]. Reactants: C(C1=CC=CC=C1)OC(=O)CCOC1=CC=C(C=C1)CC=1C(NNC1C(C)C)=O (4-({4-[2-(benzyl-oxycarbonyl)ethoxy]phenyl}methyl)-1,2-dihydro-5-isopropyl-3H-pyrazol-3-one), CC(=O)OC[C@@H]1[C@@H]([C@@H]([C@H]([C@H](O1)Br)OC(=O)C)OC(=O)C)OC(=O)C (acetobromo-α-D-galactose), CC(=O)OC[C@@H]1[C@H]([C@@H]([C@H]([C@H](O1)Br)OC(=O)C)OC(=O)C)OC(=O)C (acetobromo-α-D-glucose). Product: C(C)(=O)O[C@H]1[C@@H](O[C@@H]([C@@H]([C@@H]1OC(C)=O)OC(C)=O)COC(C)=O)OC1=NNC(=C1CC1=CC=C(C=C1)OCCC(=O)OCC1=CC=CC=C1)C(C)C (3-(2,3,4,6-Tetra-O-acetyl-β-D-galactopyranosyloxy)-4-({4-[2-(benzyloxycarbonyl)ethoxy]phenyl}methyl)-5-isopropyl-1H-pyrazole). Reaction SMILES: [CH2:1]([O:8][C:9]([CH2:11][CH2:12][O:13][C:14]1[CH:19]=[CH:18][C:17]([CH2:20][C:21]2[C:22](=[O:29])[NH:23][NH:24][C:25]=2[CH:26]([CH3:28])[CH3:27])=[CH:16][CH:15]=1)=[O:10])[C:2]1[CH:7]=[CH:6][CH:5]=[CH:4][CH:3]=1.[CH3:30][C:31]([O:33][CH2:34][C@H:35]1[O:40][C@H:39](Br)[C@H:38]([O:42][C:43]([CH3:45])=[O:44])[C@@H:37]([O:46][C:47]([CH3:49])=[O:48])[C@H:36]1[O:50][C:51]([CH3:53])=[O:52])=[O:32].CC(OC[C@H]1O[C@H](Br)[C@H](OC(C)=O)[C@@H](OC(C)=O)[C@@H]1OC(C)=O)=O>>[C:43]([O:42][C@@H:38]1[C@@H:37]([O:46][C:47](=[O:48])[CH3:49])[C@@H:36]([O:50][C:51](=[O:52])[CH3:53])[C@@H:35]([CH2:34][O:33][C:31](=[O:32])[CH3:30])[O:40][C@H:39]1[O:29][C:22]1[C:21]([CH2:20][C:17]2[CH:16]=[CH:15][C:14]([O:13][CH2:12][CH2:11][C:9]([O:8][CH2:1][C:2]3[CH:7]=[CH:6][CH:5]=[CH:4][CH:3]=3)=[O:10])=[CH:19][CH:18]=2)=[C:25]([CH:26]([CH3:27])[CH3:28])[NH:24][N:23]=1)(=[O:44])[CH3:45]. Reported procedure: The title compound was prepared in a similar manner to that described in Reference Example 12 using 4-({4-[2-(benzyl-oxycarbonyl)ethoxy]phenyl}methyl)-1,2-dihydro-5-isopropyl-3H-pyrazol-3-one and acetobromo-α-D-galactose instead of 4-{[4-(2-benzyloxycarbonyl-2-methylpropoxy)phenyl]methyl}-1,2-dihydro-5-isopropyl-3H-pyrazol-3-one and acetobromo-α-D-glucose, respectively.